describe an organic reaction: reactants, conditions, products, and yield From a dataset of the Open Reaction Database (ORD), a public repository of structured organic reaction records. Reactants: F[B-](F)(F)F, CN(C)C=O, CC(C)N1CCN(C(=O)c2ccc3[nH]c(C(=O)O)cc3c2)CC1, CCN(C(C)C)C(C)C, Cl, OC1CCNCC1, CN(C)C(On1nnc2ccccc21)=[N+](C)C. Product: CC(C)N1CCN(C(=O)c2ccc3[nH]c(C(=O)N4CCC(O)CC4)cc3c2)CC1. As a reaction SMILES: [B-:25]([F:26])([F:27])([F:28])[F:29].[CH3:63][N:64]([CH3:65])[CH:66]=[O:67].[CH:1]([CH3:2])([CH3:3])[N:4]1[CH2:5][CH2:6][N:7]([C:10](=[O:11])[c:12]2[cH:13][c:14]3[cH:15][c:16]([C:21](=[O:22])[OH:23])[nH:17][c:18]3[cH:19][cH:20]2)[CH2:8][CH2:9]1.[CH:54]([N:55]([CH2:56][CH3:57])[CH:58]([CH3:59])[CH3:60])([CH3:61])[CH3:62].[ClH:24].[OH:47][CH:48]1[CH2:49][CH2:50][NH:51][CH2:52][CH2:53]1.[n:30]1([O:31][C:32]([N:33]([CH3:34])[CH3:35])=[N+:36]([CH3:37])[CH3:38])[c:39]2[cH:40][cH:41][cH:42][cH:43][c:44]2[n:45][n:46]1>>[CH:1]([CH3:2])([CH3:3])[N:4]1[CH2:5][CH2:6][N:7]([C:10](=[O:11])[c:12]2[cH:13][c:14]3[cH:15][c:16]([C:21](=[O:23])[N:51]4[CH2:50][CH2:49][CH:48]([OH:47])[CH2:53][CH2:52]4)[nH:17][c:18]3[cH:19][cH:20]2)[CH2:8][CH2:9]1. Reactants: NC1=CC=C(C(=O)O)C=C1 (p-aminobenzoic acid), C(=S)(Cl)Cl (thiophosgene). Solvent: Cl (HCl). Product: N(=C=S)C1=CC=C(C(=O)O)C=C1 (p-isothiocyanatobenzoic acid). Reaction SMILES: [NH2:1][C:2]1[CH:10]=[CH:9][C:5]([C:6]([OH:8])=[O:7])=[CH:4][CH:3]=1.[C:11](Cl)(Cl)=[S:12]>Cl>[N:1]([C:2]1[CH:10]=[CH:9][C:5]([C:6]([OH:8])=[O:7])=[CH:4][CH:3]=1)=[C:11]=[S:12]. Procedure: A sample of p-aminobenzoic acid is dissolved in 3N HCl (20% by weight). To this is added about one equivalent of thiophosgene in a single portion. The reaction mixture is stirred until a white precipitate appears, the crude product is filtered, washed with water, and crystallized from acetone-water to give crude p-isothiocyanatobenzoic acid. Reactants: C(C)(=O)O (acetic acid), [BH-](OC(=O)C)(OC(=O)C)OC(=O)C.[Na+] (NaBH(OAc)3), COC(=O)C1N(CC(C1)=O)CC1=CC=CC=C1 (1-Benzyl-4-oxo-pyrrolidine-2-carboxylic acid methyl ester), C(C1=CC=CC=C1)N (benzylamine). Solvent: C(Cl)Cl (DCM), C(Cl)Cl (DCM). Reaction conditions: time 3 hour. The product is COC(=O)C1N(CC(C1)NCC1=CC=CC=C1)CC1=CC=CC=C1 (1-benzyl-4-(benzylamino)-pyrrolidine-2-carboxylic acid methyl ester). Reaction SMILES: [CH3:1][O:2][C:3]([CH:5]1[CH2:9][C:8](=O)[CH2:7][N:6]1[CH2:11][C:12]1[CH:17]=[CH:16][CH:15]=[CH:14][CH:13]=1)=[O:4].[CH2:18]([NH2:25])[C:19]1[CH:24]=[CH:23][CH:22]=[CH:21][CH:20]=1.C(O)(=O)C.[BH-](OC(C)=O)(OC(C)=O)OC(C)=O.[Na+]>C(Cl)Cl>[CH3:1][O:2][C:3]([CH:5]1[CH2:9][CH:8]([NH:25][CH2:18][C:19]2[CH:24]=[CH:23][CH:22]=[CH:21][CH:20]=2)[CH2:7][N:6]1[CH2:11][C:12]1[CH:17]=[CH:16][CH:15]=[CH:14][CH:13]=1)=[O:4] |f:3.4|. Procedure details: 1-Benzyl-4-oxo-pyrrolidine-2-carboxylic acid methyl ester and a corresponding benzylamine are dissolved in DCM, acetic acid and NaBH(OAc)3 is then added. After stirred for about 3 hours the reaction mixture is diluted with DCM, washed, dried and concentrated. The residue is purified to afford 1-benzyl-4-(benzylamino)-pyrrolidine-2-carboxylic acid methyl ester (26). The reactants are N#Cc1ccc(COCCBr)cc1, CC#N, ClC(Cl)Cl, OC(c1ccccc1)(c1ccccc1)C12CCN(CC1)CC2. Yields the product [Br-], N#Cc1ccc(COCC[N+]23CCC(C(O)(c4ccccc4)c4ccccc4)(CC2)CC3)cc1. RXN SMILES: [Br:23][CH2:24][CH2:25][O:26][CH2:27][c:28]1[cH:29][cH:30][c:31]([C:32]#[N:33])[cH:34][cH:35]1.[CH3:36][C:37]#[N:38].[Cl:39][CH:40]([Cl:41])[Cl:42].[N:1]12[CH2:2][CH2:3][C:4]([C:9]([OH:10])([c:11]3[cH:12][cH:13][cH:14][cH:15][cH:16]3)[c:17]3[cH:18][cH:19][cH:20][cH:21][cH:22]3)([CH2:5][CH2:6]1)[CH2:7][CH2:8]2>>[Br-:23].[N+:1]12([CH2:24][CH2:25][O:26][CH2:27][c:28]3[cH:29][cH:30][c:31]([C:32]#[N:33])[cH:34][cH:35]3)[CH2:2][CH2:3][C:4]([C:9]([OH:10])([c:11]3[cH:12][cH:13][cH:14][cH:15][cH:16]3)[c:17]3[cH:18][cH:19][cH:20][cH:21][cH:22]3)([CH2:5][CH2:6]1)[CH2:7][CH2:8]2. Product: N=C1C(Cl)(Cl)CCCC1(Cl)Cl. RXN SMILES: [CH3:20][c:21]1[cH:22][cH:23][cH:24][cH:25][cH:26]1.[CH3:2][NH2:3].[Cl-:15].[Cl-:16].[Cl-:17].[Cl-:18].[Cl:4][C:5]1([Cl:14])[C:6](=[O:13])[C:7]([Cl:11])([Cl:12])[CH2:8][CH2:9][CH2:10]1.[NH3:1].[Ti+4:19]>>[NH:1]=[C:6]1[C:5]([Cl:4])([Cl:14])[CH2:10][CH2:9][CH2:8][C:7]1([Cl:11])[Cl:12]. The reactants are Cc1ccccc1, CN, [Cl-], [Cl-], [Cl-], [Cl-], O=C1C(Cl)(Cl)CCCC1(Cl)Cl, N, [Ti+4]. Yields the product C1(=CC=CC=C1)C1=NC(=NC(=N1)NC1=CC(=CC=C1)C#C)NC1=CC(=CC=C1)C#C (6-phenyl-2,4-bis(3-ethynylphenylamino)-s-triazine). As a reaction SMILES: [N:1]1[C:8](Cl)=[N:7][C:5](Cl)=[N:4][C:2]=1Cl.[C:10]1([Mg]Br)[CH:15]=[CH:14][CH:13]=[CH:12][CH:11]=1.[NH2:18][C:19]1[CH:20]=[C:21]([C:25]#[CH:26])[CH:22]=[CH:23][CH:24]=1.C([O-])([O-])=O.[K+].[K+]>C(Cl)(Cl)Cl.O>[C:10]1([C:2]2[N:4]=[C:5]([NH:18][C:19]3[CH:24]=[CH:23][CH:22]=[C:21]([C:25]#[CH:26])[CH:20]=3)[N:7]=[C:8]([NH:18][C:19]3[CH:24]=[CH:23][CH:22]=[C:21]([C:25]#[CH:26])[CH:20]=3)[N:1]=2)[CH:15]=[CH:14][CH:13]=[CH:12][CH:11]=1 |f:3.4.5|. Procedure details: One mole of cyanuric chloride was treated with phenylmagnesium bromide as described in Step I of Example I. The resulting reaction product (10.0 g, 0.044 mole) in CHCl3 (100 ml) was stirred in a 250 ml 3-neck round bottom flask while m-aminophenylacetylene (10.5 g, 0.09 mole) was added dropwise with cooling. To this mixture was added K2CO3 (12.4 g, 0.09 mole) and water (20 ml). The organic layer was separated, dried, and the solvent evaporated. The residue was triturated in benzene and dried to ... Run in C(Cl)(Cl)Cl (CHCl3), O (water). Reactants: product, N1=C(Cl)N=C(Cl)N=C1Cl (cyanuric chloride), C1(=CC=CC=C1)[Mg]Br (phenylmagnesium bromide), NC=1C=C(C=CC1)C#C (m-aminophenylacetylene), C(=O)([O-])[O-].[K+].[K+] (K2CO3). The reactants are C(C)OC(C=O)=O (glyoxylic acid ethyl ester), CC1=CC=C(C=C1)S(=O)(=O)C[N+]#[C-] (Tosmic), C(=O)([O-])[O-].[K+].[K+] (K2CO3). Solvent: CO (MeOH). Yields the product COC(=O)C1=CN=CO1 (oxazole-5-carboxylic acid methyl ester). Isolated yield 621.6%. RXN SMILES: [CH2:1]([O:3][C:4](=[O:7])[CH:5]=[O:6])C.CC1C=CC(S([CH2:18][N+:19]#[C-:20])(=O)=O)=CC=1.C([O-])([O-])=O.[K+].[K+]>CO>[CH3:1][O:3][C:4]([C:5]1[O:6][CH:20]=[N:19][CH:18]=1)=[O:7] |f:2.3.4|. Reported procedure: To a solution of glyoxylic acid ethyl ester (50% w/w in toluene) (4 mL, 2 mmol) and Tosmic (3.86 g, 2 mmol) in MeOH (60 mL) was added K2CO3 (5.6 g, 4 mmol) and the mixture was stirred at reflux for 7 h. The solvent was then evaporated and 100 mL of water was added. This solution was saturated with sodium chloride and extracted with diethyl ether. The organic layer was washed with brine, dried (MgSO4) filtered and concentrated to give 1.58 g (60%) of oxazole-5-carboxylic acid methyl ester as whit...